From a dataset of the Open Reaction Database (ORD), a public repository of structured organic reaction records. describe an organic reaction: reactants, conditions, products, and yield Starting materials: C(C)OC(CCCOC1=C(C(=C(C=C1)C(C)=O)OCCOCCOC1=C(C(=C(C=C1)C(C)=O)O)CCC)CCC)=O (4-[4-acetyl-3-[2-[2-(4-acetyl-3-hydroxy-2-propylphenoxy)ethoxy]ethoxy]-2-propylphenoxy]butanoic acid ethyl ester), [OH-].[Na+] (sodium hydroxide). The solvent is CO (methanol). Conditions: time 6 hour. Yields the product C(C)(=O)C1=C(C(=C(OCCCC(=O)O)C=C1)CCC)OCCOCCOC1=C(C(=C(C=C1)C(C)=O)O)CCC (4-[4-acetyl-3-[2-[2-(4-acetyl-3-hydroxy-2-propylphenoxy)ethoxy]ethoxy]-2-propylphenoxy]butanoic acid). Yield: 81.6%. Reaction SMILES: C([O:3][C:4](=[O:41])[CH2:5][CH2:6][CH2:7][O:8][C:9]1[CH:14]=[CH:13][C:12]([C:15](=[O:17])[CH3:16])=[C:11]([O:18][CH2:19][CH2:20][O:21][CH2:22][CH2:23][O:24][C:25]2[CH:30]=[CH:29][C:28]([C:31](=[O:33])[CH3:32])=[C:27]([OH:34])[C:26]=2[CH2:35][CH2:36][CH3:37])[C:10]=1[CH2:38][CH2:39][CH3:40])C.[OH-].[Na+]>CO>[C:15]([C:12]1[CH:13]=[CH:14][C:9]([O:8][CH2:7][CH2:6][CH2:5][C:4]([OH:41])=[O:3])=[C:10]([CH2:38][CH2:39][CH3:40])[C:11]=1[O:18][CH2:19][CH2:20][O:21][CH2:22][CH2:23][O:24][C:25]1[CH:30]=[CH:29][C:28]([C:31](=[O:33])[CH3:32])=[C:27]([OH:34])[C:26]=1[CH2:35][CH2:36][CH3:37])(=[O:17])[CH3:16] |f:1.2|. Procedure: To a solution of 0.526 g (0.0009 mol) of 4-[4-acetyl-3-[2-[2-(4-acetyl-3-hydroxy-2-propylphenoxy)ethoxy]ethoxy]-2-propylphenoxy]butanoic acid ethyl ester in 23 ml of methanol was added 23 ml (0.023 mol) of 1N sodium hydroxide. The mixture was stirred at 25° for 6 hours and the methanol was removed in vacuo. The aqueous solution was acidified to pH 3, the precipitate was dissolved in ethyl acetate and washed with sodium chloride solution. The oil obtained on concentration of the ethyl acetate was... The reactants are ClC1=CC2=C(C3=C(C[N+](=C2C2=C(C=CC=C2)Cl)[O-])C=NC=N3)C=C1 (9-chloro-7-(2-chlorophenyl)-5H-pyrimido[5,4-d][2]benzazepine-6-oxide), C(C)(=O)OC(C)=O (acetic anhydride). Yields the product C(C)(=O)OC1N=C(C2=C(C3=C1C=NC=N3)C=CC(=C2)Cl)C2=C(C=CC=C2)Cl (9-Chloro-7-(2-chlorophenyl)-5H-pyrimido[5,4-d][2]benzazepin-5-ol acetate). Reaction SMILES: [Cl:1][C:2]1[CH:24]=[CH:23][C:5]2[C:6]3[N:22]=[CH:21][N:20]=[CH:19][C:7]=3[CH2:8][N+:9]([O-])=[C:10]([C:11]3[CH:16]=[CH:15][CH:14]=[CH:13][C:12]=3[Cl:17])[C:4]=2[CH:3]=1.[C:25]([O:28]C(=O)C)(=[O:27])[CH3:26]>>[C:25]([O:28][CH:8]1[C:7]2[CH:19]=[N:20][CH:21]=[N:22][C:6]=2[C:5]2[CH:23]=[CH:24][C:2]([Cl:1])=[CH:3][C:4]=2[C:10]([C:11]2[CH:16]=[CH:15][CH:14]=[CH:13][C:12]=2[Cl:17])=[N:9]1)(=[O:27])[CH3:26]. Procedure details: A mixture of 3 g (8 mmole) of 9-chloro-7-(2-chlorophenyl)-5H-pyrimido[5,4-d][2]benzazepine-6-oxide and 50 ml of acetic anhydride was heated on the steam bath for 22 hrs. The reaction mixture was concentrated at reduced pressure to dryness and the residue was crystallized from a mixture of methylene chloride and ether to give a product of mp 211°-212° C. Recrystallization from a mixture of methylene chloride and ether gave the pure product as colorless prisms, mp 211°-212° C. The reactants are C([O-])(O)=O.[Na+] (sodium bicarbonate), II (iodine), C(C)C1CCC(CC1)N1C=NC(=C1)CO ([1-(4-Ethylcyclohexyl)-1H-imidazol-4-yl]methanol), S(=S)(=O)([O-])[O-].[Na+].[Na+] (sodium thiosulfate). Solvent: O (water), C1(=CC=CC=C1)C (toluene). Reaction conditions: time 12 hour. The product is C(C)[C@@H]1CC[C@H](CC1)N1C=NC(=C1)C=O (1-(trans-4-Ethylcyclohexyl)-1H-imidazole-4-carbaldehyde). The yield is 47.3%. As a reaction SMILES: [CH2:1]([CH:3]1[CH2:8][CH2:7][CH:6]([N:9]2[CH:13]=[C:12]([CH2:14][OH:15])[N:11]=[CH:10]2)[CH2:5][CH2:4]1)[CH3:2].C(=O)(O)[O-].[Na+].II.S([O-])([O-])(=O)=S.[Na+].[Na+]>C1(C)C=CC=CC=1.O>[CH2:1]([C@H:3]1[CH2:4][CH2:5][C@H:6]([N:9]2[CH:13]=[C:12]([CH:14]=[O:15])[N:11]=[CH:10]2)[CH2:7][CH2:8]1)[CH3:2] |f:1.2,4.5.6|. Procedure details: The compound (1.00 g) obtained in Step 1 of this Reference Example was dissolved in toluene (10 mL). To the solution, a solution of sodium bicarbonate (1.21 g) in water (6 mL), iodine (2.19 g), and 2,2,6,6-tetramethyl-1-piperidinyloxy (75 mg) were added in this order, and the mixture was stirred at room temperature for 12 hours. To the reaction solution, saturated aqueous sodium thiosulfate was added, and organic matter was extracted with ethyl acetate. The organic layer was dried over anhydrous... Starting materials: O (water), FC1=C(C=CC(=C1)OCOC)[N+](=O)[O-] (2-fluoro-4-(methoxymethoxy)-1-nitrobenzene), OC1=C(OCC(=O)OC)C=CC=C1 (methyl (o-hydroxyphenoxy)acetate), C([O-])([O-])=O.[K+].[K+] (potassium carbonate). Solvent: hexanes, C(C)(=O)OCC (ethyl acetate), CN(C=O)C (N,N-dimethylformamide). Conditions: temperature 100 celsius, time 18 hour. Yields the product COCOC=1C=CC(=C(OC2=C(OCC(=O)OC)C=CC=C2)C1)[N+](=O)[O-] (Methyl {o-[5-(methoxymethoxy)-2-nitrophenoxy]phenoxy}acetate). Yield: 21.5%. RXN SMILES: F[C:2]1[CH:7]=[C:6]([O:8][CH2:9][O:10][CH3:11])[CH:5]=[CH:4][C:3]=1[N+:12]([O-:14])=[O:13].[OH:15][C:16]1[CH:27]=[CH:26][CH:25]=[CH:24][C:17]=1[O:18][CH2:19][C:20]([O:22][CH3:23])=[O:21].C(=O)([O-])[O-].[K+].[K+].O>CN(C)C=O.C(OCC)(=O)C>[CH3:11][O:10][CH2:9][O:8][C:6]1[CH:5]=[CH:4][C:3]([N+:12]([O-:14])=[O:13])=[C:2]([CH:7]=1)[O:15][C:16]1[CH:27]=[CH:26][CH:25]=[CH:24][C:17]=1[O:18][CH2:19][C:20]([O:22][CH3:23])=[O:21] |f:2.3.4|. Procedure details: A mixture of 2-fluoro-4-(methoxymethoxy)-1-nitrobenzene (9.25 g, 0.046 mol), methyl (o-hydroxyphenoxy)acetate (8.5 g, 0.047 mol) and potassium carbonate (6.44 g, 0.047 mol) in N,N-dimethylformamide is stirred at 100° C. for 18 hours, cooled to room temperature, poured into water and extracted with ether. The organic extract is washed with brine, dried over anhydrous sodium sulfate and concentrated in vacuo to obtain an orange gum. Flash chromatography of the gum using silica gel and a 35% ethyl ... The reactants are CCOCC (ether), COC=1C=C(C=O)C=CC1O (3-Methoxy-4-hydroxybenzaldehyde), COC1=CC=C(C=C1)N (p-anisidine), CCOCC (ether), C(C)(=O)OCC.CCCCCC (ethyl acetate hexane). Solvent: CO (methanol). Conditions: time 8 hour. The product is COC=1C=C(C=NC2=CC=C(C=C2)OC)C=CC1O (N-(3-Methoxy-4-Hydroxybenzylidene)-p-Methoxyaniline). As a reaction SMILES: [CH3:1][O:2][C:3]1[CH:4]=[C:5]([CH:8]=[CH:9][C:10]=1[OH:11])[CH:6]=O.[CH3:12][O:13][C:14]1[CH:19]=[CH:18][C:17]([NH2:20])=[CH:16][CH:15]=1.CCOCC.C(OCC)(=O)C.CCCCCC>CO>[CH3:1][O:2][C:3]1[CH:4]=[C:5]([CH:8]=[CH:9][C:10]=1[OH:11])[CH:6]=[N:20][C:17]1[CH:18]=[CH:19][C:14]([O:13][CH3:12])=[CH:15][CH:16]=1 |f:3.4|. Procedure details: 3-Methoxy-4-hydroxybenzaldehyde (vanillin, 1 g, 6.57 mmol) was dissolved in methanol (30 ml). To this solution was added p-anisidine (0.810 g, 6.57 mmol) and the resultant reaction solution was stirred overnight under nitrogen at room temperature. The reaction solution was taken to dryness in vacuo with the application of heat. The resultant solid was azeotropically mixed with methanol (2x), ether (1x), and again with methanol (2x) to yield yellow crystals. The crystals were triturated with hot ... Starting materials: CCC(Br)C(=O)OC(C)(C)C, C=CCC1(C)CC(c2cccc(Cl)c2)C(c2ccc(Cl)cn2)NC1=O, [H-], [Na+], CN(C)C=O. Yields the product C=CCC1(C)CC(c2cccc(Cl)c2)C(c2ccc(Cl)cn2)N(C(CC)C(=O)OC(C)(C)C)C1=O. RXN SMILES: [Br:28][CH:29]([C:30](=[O:31])[O:32][C:33]([CH3:34])([CH3:35])[CH3:36])[CH2:37][CH3:38].[CH2:1]([CH:2]=[CH2:3])[C:4]1([CH3:25])[C:5](=[O:24])[NH:6][CH:7]([c:17]2[n:18][cH:19][c:20]([Cl:23])[cH:21][cH:22]2)[CH:8]([c:10]2[cH:11][c:12]([Cl:16])[cH:13][cH:14][cH:15]2)[CH2:9]1.[H-:26].[Na+:27].[O:39]=[CH:40][N:41]([CH3:42])[CH3:43]>>[CH2:1]([CH:2]=[CH2:3])[C:4]1([CH3:25])[C:5](=[O:24])[N:6]([CH:29]([C:30](=[O:31])[O:32][C:33]([CH3:34])([CH3:35])[CH3:36])[CH2:37][CH3:38])[CH:7]([c:17]2[n:18][cH:19][c:20]([Cl:23])[cH:21][cH:22]2)[CH:8]([c:10]2[cH:11][c:12]([Cl:16])[cH:13][cH:14][cH:15]2)[CH2:9]1. Starting materials: BrBr (bromine), ClC1=CC=C(C=C1)C=1NC=C(C1C(F)(F)F)C(F)(F)F (2-(p-chlorophenyl)-3,4-bis(trifluoromethyl)pyrrole). Solvent: C(Cl)(Cl)Cl (chloroform), C(Cl)(Cl)Cl (chloroform). Run at time 16 hour. The product is BrC=1NC(=C(C1C(F)(F)F)C(F)(F)F)C1=CC=C(C=C1)Cl (2-Bromo-5-(p-chlorophenyl)-3,4-bis(trifluoromethyl)pyrrole). RXN SMILES: [Br:1]Br.[Cl:3][C:4]1[CH:9]=[CH:8][C:7]([C:10]2[NH:11][CH:12]=[C:13]([C:19]([F:22])([F:21])[F:20])[C:14]=2[C:15]([F:18])([F:17])[F:16])=[CH:6][CH:5]=1>C(Cl)(Cl)Cl>[Br:1][C:12]1[NH:11][C:10]([C:7]2[CH:6]=[CH:5][C:4]([Cl:3])=[CH:9][CH:8]=2)=[C:14]([C:15]([F:16])([F:17])[F:18])[C:13]=1[C:19]([F:22])([F:20])[F:21]. Procedure details: Under a nitrogen purge, a solution of bromine (0.05 mL, 0.001 mol) and chloroform (5 mL) is added dropwise to a solution of 2-(p-chlorophenyl)-3,4-bis(trifluoromethyl)pyrrole (0.39 g, 0.001 mol) and chloroform (10 mL). The orange reaction mixture is stirred for 16 hours at room temperature then concentrated in vacuo to give an oil. The oil is extracted with methyl cyclohexane and the combined organic extracts are treated with carbon black and the solvent is removed in vacuo. The residue is disso...